Dataset: the Open Reaction Database (ORD), a public repository of structured organic reaction records. Task: describe an organic reaction: reactants, conditions, products, and yield Starting materials: 3-thiomethyl-5-trifluoromethyl-2-oxindole, FC(C1=CC=C(N)C=C1)(F)F (4-trifluoromethylaniline), ClOC(C)(C)C (t-butyl hypochlorite), CSCC(=O)OCC (ethyl 2-(methylthio)acetate). Reagents/catalysts: [Ni] (Raney nickel). Solvent: C(C)N(CC)CC (triethylamine). Product: FC(C=1C=C2CC(NC2=CC1)=O)(F)F (5-trifluoromethyl-2-oxindole). RXN SMILES: [F:1][C:2]([F:11])([F:10])[C:3]1[CH:9]=[CH:8][C:6]([NH2:7])=[CH:5][CH:4]=1.Cl[O:13][C:14](C)(C)[CH3:15].CSCC(OCC)=O>[Ni].C(N(CC)CC)C>[F:1][C:2]([F:10])([F:11])[C:3]1[CH:9]=[C:8]2[C:6](=[CH:5][CH:4]=1)[NH:7][C:14](=[O:13])[CH2:15]2. Procedure: In analogous fashion, 4-trifluoromethylaniline was reacted with t-butyl hypochlorite, ethyl 2-(methylthio)acetate and triethylamine followed by reduction of the 3-thiomethyl-5-trifluoromethyl-2-oxindole thus obtained with Raney nickel, to give 5-trifluoromethyl-2-oxindole, m.p. 189.5°-190.5° C. Reactants: O[C@H]1CC[C@H](CC1)NC(=O)OC(C)(C)C (tert-butyl cis-4-hydroxycyclohexanecarbamate), C1(CC1)N1C(NC=2C1=NC=CN2)=O (1-cyclopropyl-1H-imidazo[4,5-b]pyrazin-2(3H)-one), C1(=CC=CC=C1)P(C1=CC=CC=C1)C1=CC=CC=C1 (triphenylphosphine), N(=NC(=O)OCC)C(=O)OCC (diethyl azodicarboxylate), C1(=CC=CC=C1)C (toluene). Solvent: C1CCOC1 (THF). Reaction conditions: time 10 minute. The product is C(C)(C)(C)OC(N[C@@H]1CC[C@H](CC1)N1C(N(C=2C1=NC=CN2)C2CC2)=O)=O (tert-butyl(trans-4-(3-cyclopropyl-2-oxo-2,3-dihydro-1H-imidazo[4,5-b]pyrazin-1-yl)cyclohexyl)carbamate). Yield: 61.7%. As a reaction SMILES: O[C@@H:2]1[CH2:7][CH2:6][C@H:5]([NH:8][C:9]([O:11][C:12]([CH3:15])([CH3:14])[CH3:13])=[O:10])[CH2:4][CH2:3]1.[CH:16]1([N:19]2[C:23]3=[N:24][CH:25]=[CH:26][N:27]=[C:22]3[NH:21][C:20]2=[O:28])[CH2:18][CH2:17]1.C1(P(C2C=CC=CC=2)C2C=CC=CC=2)C=CC=CC=1.N(C(OCC)=O)=NC(OCC)=O.C1(C)C=CC=CC=1>C1COCC1>[C:12]([O:11][C:9](=[O:10])[NH:8][C@H:5]1[CH2:6][CH2:7][C@H:2]([N:21]2[C:22]3=[N:27][CH:26]=[CH:25][N:24]=[C:23]3[N:19]([CH:16]3[CH2:17][CH2:18]3)[C:20]2=[O:28])[CH2:3][CH2:4]1)([CH3:15])([CH3:14])[CH3:13]. Reported procedure: To a cooled solution (0° C.) of tert-butyl cis-4-hydroxycyclohexanecarbamate (0.682 g, 3.17 mmol, Biofine International), 1-cyclopropyl-1H-imidazo[4,5-b]pyrazin-2(3H)-one (0.5578 g, 3.17 mmol), and triphenylphosphine (1.100 ml, 4.75 mmol, Sigma-Aldrich Chemical Company) in THF (17.49 ml) was added diethyl azodicarboxylate, 40 wt. % solution in toluene (1.870 ml, 4.75 mmol, Chem Impex International) dropwise. After 10 mins, the round bottomed flask was removed from the ice bath and allowed to war... The reactants are Cc1ccccc1, O, Cn1c(C(C)(C)O)cc2ccccc21, Cc1ccc(S(=O)(=O)O)cc1. Yields the product C=C(C)c1cc2ccccc2n1C. As a reaction SMILES: [CH3:27][c:28]1[cH:29][cH:30][cH:31][cH:32][cH:33]1.[OH2:15].[OH:1][C:2]([CH3:3])([CH3:4])[c:5]1[n:6]([CH3:14])[c:7]2[cH:8][cH:9][cH:10][cH:11][c:12]2[cH:13]1.[c:16]1([CH3:17])[cH:18][cH:19][c:20]([S:21]([OH:22])(=[O:23])=[O:24])[cH:25][cH:26]1>>[C:2](=[CH2:3])([CH3:4])[c:5]1[n:6]([CH3:14])[c:7]2[cH:8][cH:9][cH:10][cH:11][c:12]2[cH:13]1. Starting materials: B, C1CCOC1, CSC, COC(=O)CC(=O)CCc1ccccc1, OC(c1ccccc1)(c1ccccc1)C1CCCN1. Product: COC(=O)CC(O)CCc1ccccc1. Reaction SMILES: [BH3:23].[CH2:39]1[O:40][CH2:41][CH2:42][CH2:43]1.[CH3:20][S:21][CH3:22].[CH3:24][O:25][C:26]([CH2:27][C:28]([CH2:29][CH2:30][c:31]1[cH:32][cH:33][cH:34][cH:35][cH:36]1)=[O:37])=[O:38].[c:1]1([C:2]([c:3]2[cH:4][cH:5][cH:6][cH:7][cH:8]2)([CH:9]2[CH2:10][CH2:11][CH2:12][NH:13]2)[OH:14])[cH:15][cH:16][cH:17][cH:18][cH:19]1>>[CH3:24][O:25][C:26]([CH2:27][CH:28]([CH2:29][CH2:30][c:31]1[cH:32][cH:33][cH:34][cH:35][cH:36]1)[OH:37])=[O:38]. Reactants: CC(C)(C#N)N=NC(C)(C)C#N (AIBN), ClC1=C(C(=C(C=C1)Cl)C)C (3,6-dichloro-1,2-xylene), OS(=O)(=O)O (H2SO4), Br (hydrobromic acid), OO (hydrogen peroxide). The solvent is ClC1=CC=CC=C1 (chlorobenzene). Run at temperature 70 celsius, time 5 hour. Yields the product ClC=1C(=C(CBr)C(=CC1)Cl)C (3,6-dichloro-2-methylbenzyl Bromide). RXN SMILES: [Cl:1][C:2]1[CH:7]=[CH:6][C:5]([Cl:8])=[C:4]([CH3:9])[C:3]=1[CH3:10].OS(O)(=O)=O.[BrH:16].CC(N=NC(C#N)(C)C)(C#N)C.OO>ClC1C=CC=CC=1>[Cl:1][C:2]1[C:3]([CH3:10])=[C:4]([C:5]([Cl:8])=[CH:6][CH:7]=1)[CH2:9][Br:16]. Procedure: 170.1 g (0.97 mol) of 3,6-dichloro-1,2-xylene are initially charged in 1180 ml of chlorobenzene, and 4.9 g of conc. H2SO4 and 203.1 g (1.18 mol) of 47% strength hydrobromic acid are added. The mixture is heated to 70° C., and 0.9 g of AIBN are added. Over a period of 5 h, 353.7 g (1.04 mol) of a 10% strength solution of hydrogen peroxide are added at 70-75° C., the mixture is stirred at 70-75° C. for 30 min, washed twice with 400 ml of water and once with 400 ml of saturated sodium bicarbonate s... Reactants: CC(=O)[O-], Cc1ccccc1, CCO, CC(=O)Cc1nnc(-c2cc(Br)cc3nc(N)nn23)o1, [Na+], O, OB(O)c1cccnc1. Product: CC(=O)Cc1nnc(-c2cc(-c3cccnc3)cc3nc(N)nn23)o1. As a reaction SMILES: [C:30]([O-:31])(=[O:32])[CH3:33].[CH3:35][c:36]1[cH:37][cH:38][cH:39][cH:40][cH:41]1.[CH3:42][CH2:43][OH:44].[NH2:1][c:2]1[n:3][n:4]2[c:5]([cH:6][c:7]([Br:19])[cH:8][c:9]2-[c:10]2[n:11][n:12][c:13]([CH2:15][C:16]([CH3:17])=[O:18])[o:14]2)[n:20]1.[Na+:34].[OH2:45].[n:21]1[cH:22][c:23]([B:27]([OH:28])[OH:29])[cH:24][cH:25][cH:26]1>>[NH2:1][c:2]1[n:3][n:4]2[c:5]([cH:6][c:7](-[c:23]3[cH:22][n:21][cH:26][cH:25][cH:24]3)[cH:8][c:9]2-[c:10]2[n:11][n:12][c:13]([CH2:15][C:16]([CH3:17])=[O:18])[o:14]2)[n:20]1. The yield is 27.3%. Reported procedure: A suspension of 8 g of 10-(2-carboxybenzylidene)-5H,10H-imidazo[1,2-a]indeno-[1,2-e]pyrazin-4-one in 350 ml of dimethylformamide and 50 ml of methanol is hydrogenated in the presence of 1 g of 10% palladium-on-charcoal for 20 hours at 10 bar and at a temperature in the region of 20° C. The reaction mixture is filtered on clarcel and the filtrate is evaporated under reduced pressure. The beige-coloured residue obtained is triturated with 200 ml of boiling methanol, filtered and dried at 100° C. u... The product is C(=O)(O)C1=C(CC2C=3C=CC=CC3C=3NC(C=4N(C32)C=CN4)=O)C=CC=C1 (10-(2-carboxy-benzyl)-5H,10H-imidazo[1,2-a]indeno-[1,2-e]pyrazin-4-one). The reagents and catalysts are [Pd] (palladium-on-charcoal). RXN SMILES: [C:1]([C:4]1[CH:27]=[CH:26][CH:25]=[CH:24][C:5]=1[CH:6]=[C:7]1[C:19]2[N:18]3[CH:20]=[CH:21][N:22]=[C:17]3[C:16](=[O:23])[NH:15][C:14]=2[C:13]2[CH:12]=[CH:11][CH:10]=[CH:9][C:8]1=2)([OH:3])=[O:2]>CN(C)C=O.CO.[Pd]>[C:1]([C:4]1[CH:27]=[CH:26][CH:25]=[CH:24][C:5]=1[CH2:6][CH:7]1[C:19]2[N:18]3[CH:20]=[CH:21][N:22]=[C:17]3[C:16](=[O:23])[NH:15][C:14]=2[C:13]2[CH:12]=[CH:11][CH:10]=[CH:9][C:8]1=2)([OH:3])=[O:2]. Reactants: C(=O)(O)C1=C(C=C2C=3C=CC=CC3C=3NC(C=4N(C32)C=CN4)=O)C=CC=C1 (10-(2-carboxybenzylidene)-5H,10H-imidazo[1,2-a]indeno-[1,2-e]pyrazin-4-one). Solvent: CN(C=O)C (dimethylformamide), CO (methanol).